The task is: describe an organic reaction: reactants, conditions, products, and yield. This data is from the Open Reaction Database (ORD), a public repository of structured organic reaction records. Reactants: CSC=1N=CC2=C(N1)CCNC2 (2-(methylsulfanyl)-5,6,7,8-tetrahydropyrido[4,3-d]-pyrimidine), BrC=1C=C(C(=O)NC2=CC(=CC=C2)C(F)(F)F)C=CN1 (2-bromo-N-(3-trifluoromethyl-phenyl)-isonicotinamide). Product: CSC=1N=CC2=C(N1)CCN(C2)C=2C=C(C(=O)NC1=CC(=CC=C1)C(F)(F)F)C=CN2 (2-[2-(methylthio)-7,8-dihydropyrido[4,3-d]pyrimidin-6(5H)-yl]-N-[3-(trifluoromethyl)phenyl]isonicotinamide). RXN SMILES: [CH3:1][S:2][C:3]1[N:4]=[CH:5][C:6]2[CH2:12][NH:11][CH2:10][CH2:9][C:7]=2[N:8]=1.Br[C:14]1[CH:15]=[C:16]([CH:30]=[CH:31][N:32]=1)[C:17]([NH:19][C:20]1[CH:25]=[CH:24][CH:23]=[C:22]([C:26]([F:29])([F:28])[F:27])[CH:21]=1)=[O:18]>>[CH3:1][S:2][C:3]1[N:4]=[CH:5][C:6]2[CH2:12][N:11]([C:14]3[CH:15]=[C:16]([CH:30]=[CH:31][N:32]=3)[C:17]([NH:19][C:20]3[CH:25]=[CH:24][CH:23]=[C:22]([C:26]([F:27])([F:28])[F:29])[CH:21]=3)=[O:18])[CH2:10][CH2:9][C:7]=2[N:8]=1. Procedure: In a manner similar to that described for Example 138, 2-(methylsulfanyl)-5,6,7,8-tetrahydropyrido[4,3-d]-pyrimidine and 2-bromo-N-(3-trifluoromethyl-phenyl)-isonicotinamide were converted to the title compound. Starting materials: C[O-].[Na+] (sodium methanolate), P(OC(C1=CC=CC=C1)(CC)CC)([O-])=O (diethylbenzyl phosphonate), COC=1C=C(C=O)C=C(C1)OC (3,5-dimethoxybenzaldehyde). Solvent: CN(C)C=O (DMF). Reaction conditions: time 1 hour. Yields the product COC=1C=C(C=C(C1)OC)C=CC1=CC=CC=C1 (3,5-dimethoxystilbene). As a reaction SMILES: C[O-].[Na+].P(=O)([O-])O[C:6]([CH2:15][CH3:16])(CC)[C:7]1[CH:12]=[CH:11][CH:10]=[CH:9][CH:8]=1.[CH3:19][O:20][C:21]1[CH:22]=C([CH:26]=[C:27]([O:29][CH3:30])[CH:28]=1)C=O>CN(C=O)C>[CH3:19][O:20][C:21]1[CH:22]=[C:16]([CH:15]=[CH:6][C:7]2[CH:8]=[CH:9][CH:10]=[CH:11][CH:12]=2)[CH:26]=[C:27]([O:29][CH3:30])[CH:28]=1 |f:0.1|. Procedure details: 16.5 g (0.3 mol) of sodium methanolate are added at 0° C. to a solution of 60 g (0.29 mol) of crude diethylbenzyl phosphonate in 415 ml of anhydrous DMF. Then, at 0° C., a total of 50.0 g (0.3 mol) of 3,5-dimethoxybenzaldehyde is added in portions. After stirring for 1 hour at room temperature and heating for 1 hour under reflux, the product is precipitated by the addition of 660 ml of water/methanol (mixture ratio 2:1). Recrystallisation from water/methanol (2:1) yields 3,5-dimethoxystilbene in... Reactants: N1=C(C=CC=C1)S (pyridine-2-thiol), [Na] (sodium), C(C)(C)(C)OC(N[C@H]1C(OCC1)=O)=O ((2-oxotetrahydro-furan-3(R)-yl)-carbamic acid tert-butyl ester). Solvent: CO (methanol). Conditions: temperature 100 celsius. Product: C(C)(C)(C)OC(=O)N[C@H](C(=O)O)CCSC1=NC=CC=C1 (2(S)-tert-butoxycarbonylamino-4-(pyridin-2-ylsulfanyl)butyric acid). Isolated yield 26.8%. Reaction SMILES: [Na].[N:2]1[CH:7]=[CH:6][CH:5]=[CH:4][C:3]=1[SH:8].[C:9]([O:13][C:14](=[O:22])[NH:15][C@@H:16]1[CH2:20][CH2:19][O:18][C:17]1=[O:21])([CH3:12])([CH3:11])[CH3:10]>CO>[C:9]([O:13][C:14]([NH:15][C@@H:16]([CH2:20][CH2:19][S:8][C:3]1[CH:4]=[CH:5][CH:6]=[CH:7][N:2]=1)[C:17]([OH:21])=[O:18])=[O:22])([CH3:12])([CH3:11])[CH3:10] |^1:0|. Procedure details: Clean sodium metal (0.205 g, 8.95 mmol) was added, in portions, to anhydrous methanol (20 mL) in a thick walled tube. The suspension was stirred under anhydrous nitrogen until all the metal had dissolved, then pyridine-2-thiol (1.0 g, 8.95 mmol) was added. After stirring for 20 min, (2-oxotetrahydro-furan-3(R)-yl)-carbamic acid tert-butyl ester (1.8 g, 8.95 mmol) was added as a solid and the tube was capped and heated to 100° C. for 16 h. The reaction mixture was concentrated, then purified via ... Reactants: C(C)(C)(C)O (tert-butanol), N1=CC=CC=C1 (pyridine), C(#N)C=1C=C(C(=O)Cl)C=CC1 (3-cyanobenzoyl chloride), N1=CC=CC=C1 (pyridine). Reagents/catalysts: CN(C)C=1C=CN=CC1 (DMAP). Run in C(Cl)Cl (methylene chloride), C(Cl)Cl (methylene chloride). Reaction conditions: time 20 hour. Yields the product C(C)(C)(C)OC(C1=CC(=CC=C1)C#N)=O (3-cyano-benzoic acid tert-butyl ester). Yield: 81.9%. RXN SMILES: [C:1]([OH:5])([CH3:4])([CH3:3])[CH3:2].N1C=CC=CC=1.[C:12]([C:14]1[CH:15]=[C:16]([CH:20]=[CH:21][CH:22]=1)[C:17](Cl)=[O:18])#[N:13]>CN(C1C=CN=CC=1)C.C(Cl)Cl>[C:1]([O:5][C:17](=[O:18])[C:16]1[CH:20]=[CH:21][CH:22]=[C:14]([C:12]#[N:13])[CH:15]=1)([CH3:4])([CH3:3])[CH3:2]. Reported procedure: Part B. To a mixture of tert-butanol (3.50 g, 47.22 mmol), pyridine (3.72 g, 46.78 mmol) and cat. DMAP in methylene chloride (15 mL) is added dropwise 3-cyanobenzoyl chloride (6.81 g, 41.07 mmol) and pyridine (3 mL) in methylene chloride (10 mL) at 0° C. The resulting mixture is stirred at room temperature for 20 h. The solvent is evaporated, and the residue is purified by flash chromatography (1:1 methylene chloride/hexanes) to afford 3-cyano-benzoic acid tert-butyl ester (6.84 g, 82.1% yield) ... Reactants: OC1=CC=C(C=O)C=C1 (4-hydroxybenzaldehyde), CN(C(=O)Cl)C (dimethylcarbamyl chloride), Cl (HCl), C(C)(=O)OCC (ethyl acetate). Solvent: N1=CC=CC=C1 (pyridine). Run at temperature 60 celsius, time 8 hour. The product is CN(C(OC1=CC=C(C=C1)C=O)=O)C (4-formylphenyl dimethylcarbamate). Yield: 86.0%. Reaction SMILES: [OH:1][C:2]1[CH:9]=[CH:8][C:5]([CH:6]=[O:7])=[CH:4][CH:3]=1.[CH3:10][N:11]([CH3:15])[C:12](Cl)=[O:13].Cl.C(OCC)(=O)C>N1C=CC=CC=1>[CH3:10][N:11]([CH3:15])[C:12](=[O:13])[O:1][C:2]1[CH:9]=[CH:8][C:5]([CH:6]=[O:7])=[CH:4][CH:3]=1. Procedure: To a solution of 4-hydroxybenzaldehyde (1.22 g) in pyridine (5 mL) was added dimethylcarbamyl chloride (1.0 mL) and the mixture was stirred at 60° C. overnight. Thereto was added diluted HCl and ethyl acetate and stirred. The organic layer was extracted by diatomaceous earth column. The organic layer was concentrated and the resultant crude product was purified by a column chromatography on silica gel (solvent; hexane/ethyl acetate=80:20→60:40) to give 4-formylphenyl dimethylcarbamate (1.67 g, y... Reactants: N[C@H](C(C)C)C(=O)N[C@@H](CC(C)C)C(=O)OCC1=CC=CC=C1 (DVal-Leu-OBzl), C=1C=CC2=C(C1)N=NN2O (HOBT), NaHCO, CN1CCOCC1 (N-methylmorpholine), CCN=C=NCCCN(C)C.Cl (EDCI.HCl), N([C@@H](CO)C(=O)O)C(=O)OC(C)(C)C (Boc-Ser), CC=1C=CC(=CC1)S(=O)(=O)O (p-TsOH). Product: N([C@@H](CO)C(=O)N[C@H](C(C)C)C(=O)N[C@@H](CC(C)C)C(=O)OCC1=CC=CC=C1)C(=O)OC(C)(C)C (Boc-Ser-DVal-Leu-OBzl). RXN SMILES: [NH2:1][C@@H:2]([C:6]([NH:8][C@H:9]([C:14]([O:16][CH2:17][C:18]1[CH:23]=[CH:22][CH:21]=[CH:20][CH:19]=1)=[O:15])[CH2:10][CH:11]([CH3:13])[CH3:12])=[O:7])[CH:3]([CH3:5])[CH3:4].CC1C=CC(S(O)(=O)=O)=CC=1.[NH:35]([C:42]([O:44][C:45]([CH3:48])([CH3:47])[CH3:46])=[O:43])[C@H:36]([C:39](O)=[O:40])[CH2:37][OH:38].C1C=CC2N(O)N=NC=2C=1.CN1CCOCC1.CCN=C=NCCCN(C)C.Cl>ClCCl.C(Cl)(Cl)Cl.O>[NH:35]([C:42]([O:44][C:45]([CH3:48])([CH3:47])[CH3:46])=[O:43])[C@H:36]([C:37]([NH:1][C@@H:2]([C:6]([NH:8][C@H:9]([C:14]([O:16][CH2:17][C:18]1[CH:23]=[CH:22][CH:21]=[CH:20][CH:19]=1)=[O:15])[CH2:10][CH:11]([CH3:12])[CH3:13])=[O:7])[CH:3]([CH3:5])[CH3:4])=[O:38])[CH2:39][OH:40] |f:5.6|. Procedure details: To a solution of DVal-Leu-OBzl.p-TsOH(394 mg), Boc-Ser(164 mg), HOBT.H2O(129 mg) and N-methylmorpholine (88 μl) in dichloromethane(1.6 ml) was added EDCI.HCl (161 mg) under ice cooling. The reaction mixture was stirred at room temperature for 3 h. Saturated NaHCO, (2 ml) was added and the mixture was extracted with dichloromethane(15 ml×3). The combined organic layers were dried over MgSO4, filtered and concentrated under reduced pressure. The residue was purified by dry column flash chromatogra... Conditions: time 3 hour. The solvent is C(Cl)(Cl)Cl (chloroform), ClCCl (dichloromethane), O (H2O). Reactants: ClC=1C=C(C=CC1Cl)NC(=O)N1CCN(CC1)C[C@H]1CN(CCC1)C(CCC(=O)OC)=O (methyl 4-{(3S)-3-[(4-{[(3,4-dichlorophenyl)amino]carbonyl}piperazin-1-yl)methyl]piperidin-1-yl}-4-oxobutanoate), solution. Run in O1CCCC1 (tetrahydrofuran), C1CCOC1 (THF). Run at time 8 hour. The product is N (NH3), ClC=1C=C(C=CC1Cl)NC(=O)N1CCN(CC1)C[C@H]1CN(CCC1)CCCC(=O)OC (methyl 4-{(3R)-3-[(4-{[(3,4-dichlorophenyl)amino]carbonyl}piperazin-1-yl)methyl]piperidin-1-yl}butanoate). Isolated yield 68.6%. Reaction SMILES: [Cl:1][C:2]1[CH:3]=[C:4]([NH:9][C:10]([N:12]2[CH2:17][CH2:16][N:15]([CH2:18][C@@H:19]3[CH2:24][CH2:23][CH2:22][N:21]([C:25](=O)[CH2:26][CH2:27][C:28]([O:30][CH3:31])=[O:29])[CH2:20]3)[CH2:14][CH2:13]2)=[O:11])[CH:5]=[CH:6][C:7]=1[Cl:8]>O1CCCC1>[NH3:9].[Cl:1][C:2]1[CH:3]=[C:4]([NH:9][C:10]([N:12]2[CH2:17][CH2:16][N:15]([CH2:18][C@@H:19]3[CH2:24][CH2:23][CH2:22][N:21]([CH2:25][CH2:26][CH2:27][C:28]([O:30][CH3:31])=[O:29])[CH2:20]3)[CH2:14][CH2:13]2)=[O:11])[CH:5]=[CH:6][C:7]=1[Cl:8]. Procedure details: To a solution of methyl 4-{(3S)-3-[(4-{[(3,4-dichlorophenyl)amino]carbonyl}piperazin-1-yl)methyl]piperidin-1-yl}-4-oxobutanoate (240 mg) in tetrahydrofuran (5 mL) at room temperature under argon was added a 1M solution of BH3 in THF (1 mL). The solution was heated to reflux temperature for 1 hour and then cooled to ambient temperature. The reaction was quenched with methanol and then concentrated at reduced pressure. To the residue was added saturated HCl in methanol (10 mL) and the mixture was ... Reactants: N#Cc1ccccc1CBr, CC(C)(C)OC(=O)N1CCC(c2ccc(F)cc2)C(O)C1. Product: CC(C)(C)OC(=O)N1CCC(c2ccc(F)cc2)C(OCc2ccccc2C#N)C1. Reaction SMILES: [Br:22][CH2:23][c:24]1[c:25]([C:26]#[N:27])[cH:28][cH:29][cH:30][cH:31]1.[F:1][c:2]1[cH:3][cH:4][c:5]([CH:8]2[CH:9]([OH:21])[CH2:10][N:11]([C:14](=[O:15])[O:16][C:17]([CH3:18])([CH3:19])[CH3:20])[CH2:12][CH2:13]2)[cH:6][cH:7]1>>[F:1][c:2]1[cH:3][cH:4][c:5]([CH:8]2[CH:9]([O:21][CH2:23][c:24]3[c:25]([C:26]#[N:27])[cH:28][cH:29][cH:30][cH:31]3)[CH2:10][N:11]([C:14](=[O:15])[O:16][C:17]([CH3:18])([CH3:19])[CH3:20])[CH2:12][CH2:13]2)[cH:6][cH:7]1. Reactants: ClC1=NC=CC(=N1)C1=C(N=C2N1C=CC=C2)C=2C=CC(=C(C(=O)NC1=C(C=CC=C1F)F)C2)OC (5-[3-(2-chloro-4-pyrimidinyl)imidazo[1,2-a]pyridin-2-yl]-N-(2,6-difluorophenyl)-2-(methyloxy)benzamide), N (NH3), C(C)C=1C(=CC(=C(N)C1)OC)N1CCN(CC1)CCS(=O)(=O)C (5-ethyl-2-(methyloxy)-4-{4-[2-(methylsulfonyl)ethyl]-1-piperazinyl}aniline), Cl (HCl), O1CCOCC1 (dioxane). Run in CO (MeOH), 1,1,1-trifluoroethanol. Conditions: temperature 180 celsius. The product is FC1=C(C(=CC=C1)F)NC(C1=C(C=CC(=C1)C=1N=C2N(C=CC=C2)C1C1=NC(=NC=C1)NC1=C(C=C(C(=C1)CC)N1CCN(CC1)CCS(=O)(=O)C)OC)OC)=O (N-(2,6-difluorophenyl)-5-(3-{2-[(5-ethyl-2-(methyloxy)-4-{4-[2-(methylsulfonyl)ethyl]-1-piperazinyl]phenyl)amino}-4-pyrimidinyl}imidazo[1,2-a]pyridin-2-yl)-2-(methyloxy)benzamide). The yield is 38.0%. RXN SMILES: Cl[C:2]1[N:7]=[C:6]([C:8]2[N:12]3[CH:13]=[CH:14][CH:15]=[CH:16][C:11]3=[N:10][C:9]=2[C:17]2[CH:18]=[CH:19][C:20]([O:34][CH3:35])=[C:21]([CH:33]=2)[C:22]([NH:24][C:25]2[C:30]([F:31])=[CH:29][CH:28]=[CH:27][C:26]=2[F:32])=[O:23])[CH:5]=[CH:4][N:3]=1.[CH2:36]([C:38]1[C:39]([N:47]2[CH2:52][CH2:51][N:50]([CH2:53][CH2:54][S:55]([CH3:58])(=[O:57])=[O:56])[CH2:49][CH2:48]2)=[CH:40][C:41]([O:45][CH3:46])=[C:42]([CH:44]=1)[NH2:43])[CH3:37].Cl.O1CCOCC1.N>CO>[F:32][C:26]1[CH:27]=[CH:28][CH:29]=[C:30]([F:31])[C:25]=1[NH:24][C:22](=[O:23])[C:21]1[CH:33]=[C:17]([C:9]2[N:10]=[C:11]3[CH:16]=[CH:15][CH:14]=[CH:13][N:12]3[C:8]=2[C:6]2[CH:5]=[CH:4][N:3]=[C:2]([NH:43][C:42]3[CH:44]=[C:38]([CH2:36][CH3:37])[C:39]([N:47]4[CH2:52][CH2:51][N:50]([CH2:53][CH2:54][S:55]([CH3:58])(=[O:57])=[O:56])[CH2:49][CH2:48]4)=[CH:40][C:41]=3[O:45][CH3:46])[N:7]=2)[CH:18]=[CH:19][C:20]=1[O:34][CH3:35]. Procedure details: In a microwave vial with septum cap, 5-[3-(2-chloro-4-pyrimidinyl)imidazo[1,2-a]pyridin-2-yl]-N-(2,6-difluorophenyl)-2-(methyloxy)benzamide (Intermediate Example 2) (0.246 g, 0.5 mmol) and 5-ethyl-2-(methyloxy)-4-{4-[2-(methylsulfonyl)ethyl]-1-piperazinyl}aniline (0.171 g, 0.5 mmol) were taken up in 1,1,1-trifluoroethanol (3 mL) and 4M HCl in dioxane (0.25 mL, 1.0 mmol) was added. The vial was sealed and heated in the microwave at 180° C. for 40 min. Reaction was complete by MS, it was cooled rt... The reactants are [C@H]12N[C@@H](C[C@@H]2C1)CNC(=O)C1=CC=CC=2OCCOC21 (2,3-dihydro-benzo[1,4]dioxine-5-carboxylic acid [(1S,3S,5S)-2-aza-bicyclo[3.1.0]hex-3-ylmethyl]-amide), NC=1SC=C(N1)C1=C(C(=O)O)C=CC=C1 (2-(2-amino-thiazol-4-yl)-benzoic acid). The product is NC=1SC=C(N1)C1=C(C(=O)N2[C@H]3C[C@H]3C[C@H]2CNC(=O)C2=CC=CC=3OCCOC32)C=CC=C1 (2,3-dihydro-benzo[1,4]dioxine-5-carboxylic acid {(1S,3S,5S)-2-[2-(2-amino-thiazol-4-yl)-benzoyl]-2-aza-bicyclo[3.1.0]hex-3-ylmethyl}-amide). Reaction SMILES: [C@H:1]12[CH2:6][C@H:5]1[CH2:4][C@@H:3]([CH2:7][NH:8][C:9]([C:11]1[C:20]3[O:19][CH2:18][CH2:17][O:16][C:15]=3[CH:14]=[CH:13][CH:12]=1)=[O:10])[NH:2]2.[NH2:21][C:22]1[S:23][CH:24]=[C:25]([C:27]2[CH:35]=[CH:34][CH:33]=[CH:32][C:28]=2[C:29](O)=[O:30])[N:26]=1>>[NH2:21][C:22]1[S:23][CH:24]=[C:25]([C:27]2[CH:35]=[CH:34][CH:33]=[CH:32][C:28]=2[C:29]([N:2]2[C@H:3]([CH2:7][NH:8][C:9]([C:11]3[C:20]4[O:19][CH2:18][CH2:17][O:16][C:15]=4[CH:14]=[CH:13][CH:12]=3)=[O:10])[CH2:4][C@H:5]3[C@@H:1]2[CH2:6]3)=[O:30])[N:26]=1. Procedure: prepared by reaction of 2,3-dihydro-benzo[1,4]dioxine-5-carboxylic acid [(1S,3S,5S)-2-aza-bicyclo[3.1.0]hex-3-ylmethyl]-amide with 2-(2-amino-thiazol-4-yl)-benzoic acid. LC-MS (basic): tR=1.24 min; [M+H]+=477.1.